From a dataset of the Open Reaction Database (ORD), a public repository of structured organic reaction records. describe an organic reaction: reactants, conditions, products, and yield Starting materials: O=C(CCCl)c1ccc2c(c1)CCC2, Cl, O=S(=O)(O)O. Product: O=C1CCc2cc3c(cc21)CCC3. RXN SMILES: [Cl:1][CH2:2][CH2:3][C:4](=[O:5])[c:6]1[cH:7][c:8]2[c:12]([cH:13][cH:14]1)[CH2:11][CH2:10][CH2:9]2.[ClH:15].[S:16](=[O:17])(=[O:18])([OH:19])[OH:20]>>[CH2:2]1[CH2:3][C:4](=[O:5])[c:6]2[cH:7][c:8]3[c:12]([cH:13][c:14]21)[CH2:11][CH2:10][CH2:9]3. Starting materials: C1CCOC1, CC(C)c1noc(N2CCC(O)CC2)n1, Cc1nc(Cl)c2c(n1)N(c1ccc(S(C)(=O)=O)cc1F)CC2, [H-], [Na+]. Yields the product Cc1nc(OC2CCN(c3nc(C(C)C)no3)CC2)c2c(n1)N(c1ccc(S(C)(=O)=O)cc1F)CC2. As a reaction SMILES: [CH2:40]1[O:41][CH2:42][CH2:43][CH2:44]1.[CH3:1][CH:2]([CH3:3])[c:4]1[n:5][o:6][c:7]([N:9]2[CH2:10][CH2:11][CH:12]([OH:15])[CH2:13][CH2:14]2)[n:8]1.[Cl:18][c:19]1[c:20]2[c:21]([n:22][c:23]([CH3:25])[n:24]1)[N:26]([c:29]1[c:30]([F:39])[cH:31][c:32]([S:35](=[O:36])(=[O:37])[CH3:38])[cH:33][cH:34]1)[CH2:27][CH2:28]2.[H-:17].[Na+:16]>>[CH3:1][CH:2]([CH3:3])[c:4]1[n:5][o:6][c:7]([N:9]2[CH2:10][CH2:11][CH:12]([O:15][c:19]3[c:20]4[c:21]([n:22][c:23]([CH3:25])[n:24]3)[N:26]([c:29]3[c:30]([F:39])[cH:31][c:32]([S:35](=[O:36])(=[O:37])[CH3:38])[cH:33][cH:34]3)[CH2:27][CH2:28]4)[CH2:13][CH2:14]2)[n:8]1. The reactants are C1(=CC=CC=C1)C(OC(=O)C1(CC1)C1=C(C(=C(C(=O)OC)C(=C1F)F)F)F)C1=CC=CC=C1 (methyl 4-(1-diphenylmethoxycarbonylcyclopropyl)-2,3,5,6tetrafluorobenzoate), FC(C(=O)O)(F)F (trifluoroacetic acid). Solvent: C1(=CC=CC=C1)OC (anisole). Reaction conditions: time 2 hour. Yields the product C(=O)(O)C1(CC1)C1=C(C(=C(C(=O)OC)C(=C1F)F)F)F (methyl 4-(1-carboxycyclopropyl)-2,3,5,6tetrafluorobenzoate). The yield is 88.6%. As a reaction SMILES: C1(C(C2C=CC=CC=2)[O:8][C:9]([C:11]2([C:14]3[C:23]([F:24])=[C:22]([F:25])[C:17]([C:18]([O:20][CH3:21])=[O:19])=[C:16]([F:26])[C:15]=3[F:27])[CH2:13][CH2:12]2)=[O:10])C=CC=CC=1.FC(F)(F)C(O)=O>C1(OC)C=CC=CC=1>[C:9]([C:11]1([C:14]2[C:15]([F:27])=[C:16]([F:26])[C:17]([C:18]([O:20][CH3:21])=[O:19])=[C:22]([F:25])[C:23]=2[F:24])[CH2:13][CH2:12]1)([OH:10])=[O:8]. Reported procedure: In 60 ml of anisole was dissolved 22.5 g of methyl 4-(1-diphenylmethoxycarbonylcyclopropyl)-2,3,5,6tetrafluorobenzoate. To the resulting solution was added 80 ml of trifluoroacetic acid. The resulting mixture was stirred at room temperature for 2 hours. The reaction mixture was concentrated under reduced pressure. n-Hexane was added to the residue obtained. The resulting crystals were collected by filtration to obtain 12.7 g (yield: 88.8%) of methyl 4-(1-carboxycyclopropyl)-2,3,5,6tetrafluoroben... Starting materials: C(C1=CC=CC=C1)(=O)N1CCC(CC1)CO (N-benzoyl-4-hydroxymethyl-piperidine), S(=O)(Cl)Cl (thionyl chloride), C(Cl)(Cl)Cl (chloroform). The solvent is O (water). Yields the product C(C1=CC=CC=C1)(=O)N1CCC(CC1)CCl (N-benzoyl-4-chloromethylpiperidine). Yield: 90.0%. RXN SMILES: [C:1]([N:9]1[CH2:14][CH2:13][CH:12]([CH2:15]O)[CH2:11][CH2:10]1)(=[O:8])[C:2]1[CH:7]=[CH:6][CH:5]=[CH:4][CH:3]=1.S(Cl)([Cl:19])=O.C(Cl)(Cl)Cl>O>[C:1]([N:9]1[CH2:14][CH2:13][CH:12]([CH2:15][Cl:19])[CH2:11][CH2:10]1)(=[O:8])[C:2]1[CH:7]=[CH:6][CH:5]=[CH:4][CH:3]=1. Procedure details: 4-Hydroxymethylpyridine is hydrogenated in methanol at 140° C. under 200 atmospheres of hydrogen pressure in the presence of ruthenium oxide, producing 4-hydroxymethylpiperidine, b.p. 126°-130° C./14 mm Hg; m.p. 55°-56° C. Reaction with benzoyl chloride produces N-benzoyl-4-hydroxymethylpiperidine (m.p. 83°-85° C.). A mixture of 135.0 g of N-benzoyl-4-hydroxymethyl-piperidine, 90 ml of thionyl chloride and 900 ml of chloroform is heated under reflux for 4 hours. Thereafter, the reaction mixture ...